From a dataset of the Open Reaction Database (ORD), a public repository of structured organic reaction records. describe an organic reaction: reactants, conditions, products, and yield Starting materials: O[C@@](C#CC=1C=CC2=C(C=3N(CCO2)C(=C(N3)C(=O)N)C(=O)NC3CCOCC3)C1)(C)C1=NOC(=C1)C ((R)-10-(3-hydroxy-3-(5-methylisoxazol-3-yl)but-1-yn-1-yl)-N3-(tetrahydro-2H-pyran-4-yl)-5,6-dihydrobenzo[f]imidazo[1,2-d][1,4]oxazepine-2,3-dicarboxamide), CNC1CCOCC1 (4-(methylamino)tetrahydropyran), solid. Product: O[C@@](C#CC=1C=CC2=C(C=3N(CCO2)C(=C(N3)C(=O)N)C(=O)NCC3CCOCC3)C1)(C)C1=NOC(=C1)C ((R)-10-(3-hydroxy-3-(5-methylisoxazol-3-yl)but-1-yn-1-yl)-N3-((tetrahydro-2H-pyran-4-yl)methyl)-5,6-dihydrobenzo[f]imidazo[1,2-d][1,4]oxazepine-2,3-dicarboxamide). Reaction SMILES: [OH:1][C@:2]([C:32]1[CH:36]=[C:35]([CH3:37])[O:34][N:33]=1)([CH3:31])[C:3]#[C:4][C:5]1[CH:6]=[CH:7][C:8]2[O:14][CH2:13][CH2:12][N:11]3[C:15]([C:21]([NH:23][CH:24]4CCOCC4)=[O:22])=[C:16]([C:18]([NH2:20])=[O:19])[N:17]=[C:10]3[C:9]=2[CH:30]=1.CN[CH:40]1[CH2:45][CH2:44][O:43][CH2:42][CH2:41]1>>[OH:1][C@:2]([C:32]1[CH:36]=[C:35]([CH3:37])[O:34][N:33]=1)([CH3:31])[C:3]#[C:4][C:5]1[CH:6]=[CH:7][C:8]2[O:14][CH2:13][CH2:12][N:11]3[C:15]([C:21]([NH:23][CH2:24][CH:40]4[CH2:41][CH2:42][O:43][CH2:44][CH2:45]4)=[O:22])=[C:16]([C:18]([NH2:20])=[O:19])[N:17]=[C:10]3[C:9]=2[CH:30]=1. Procedure details: Prepared as described for (R)-10-(3-hydroxy-3-(5-methylisoxazol-3-yl)but-1-yn-1-yl)-N3-(tetrahydro-2H-pyran-4-yl)-5,6-dihydrobenzo[f]imidazo[1,2-d][1,4]oxazepine-2,3-dicarboxamide replacing 4-aminotetrahydropyran with 4-(methylamino)tetrahydropyran. Off-white solid (19.4 mg, 7%).